From a dataset of the Open Reaction Database (ORD), a public repository of structured organic reaction records. describe an organic reaction: reactants, conditions, products, and yield The reactants are CO, [H][H], CS(=O)(=O)c1ccc(C(=O)O)cc1[N+](=O)[O-]. Yields the product CS(=O)(=O)c1ccc(C(=O)O)cc1N. As a reaction SMILES: [CH3:19][OH:20].[H:17][H:18].[N+:1]([O-:2])(=[O:3])[c:4]1[cH:5][c:6]([C:7](=[O:8])[OH:9])[cH:10][cH:11][c:12]1[S:13](=[O:14])(=[O:15])[CH3:16]>>[NH2:1][c:4]1[cH:5][c:6]([C:7](=[O:8])[OH:9])[cH:10][cH:11][c:12]1[S:13](=[O:14])(=[O:15])[CH3:16]. Procedure: ##STR16## Methyl 14-hydroxy-2,2-dimethyl-14-(2-propenyl)-16-heptadecenoate ##STR17## 14-Hydroxy-2,2-dimethyl-14-(2-propenyl)-16-heptadecenal; ##STR18## 14-Hydroxy-2,2-dimethyl-14-(2-propenyl)-16-heptadecenoic acid ##STR19## and 2,2-Dimethyl-14-(2-propenyl)-16-heptadecene-1,14-diol. As a reaction SMILES: [OH:1][C:2]([CH2:24][CH:25]=[CH2:26])([CH2:21][CH:22]=[CH2:23])[CH2:3][CH2:4][CH2:5][CH2:6][CH2:7][CH2:8][CH2:9][CH2:10][CH2:11][CH2:12][CH2:13][C:14]([CH3:20])([CH3:19])[C:15]([O:17][CH3:18])=[O:16].O[C:28](CC=C)(CC=C)CCCCCCCCCCCC(C)(C)C(O)=O.CC(C)(CCCCCCCCCCCC(CC=C)(O)CC=C)CO>>[CH3:18][O:17][CH:15]([O:16][CH3:28])[C:14]([CH3:19])([CH3:20])[CH2:13][CH2:12][CH2:11][CH2:10][CH2:9][CH2:8][CH2:7][CH2:6][CH2:5][CH2:4][CH2:3][C:2]([CH2:24][CH:25]=[CH2:26])([OH:1])[CH2:21][CH:22]=[CH2:23]. The product is COC(C(CCCCCCCCCCCC(CC=C)(O)CC=C)(C)C)OC (17,17-Dimethoxy-16,-16-dimethyl-4-(2-propenyl)-1-heptadecen-4-ol). Starting materials: OC(CCCCCCCCCCCC(C(=O)OC)(C)C)(CC=C)CC=C (Methyl 14-hydroxy-2,2-dimethyl-14-(2-propenyl)-16-heptadecenoate), OC(CCCCCCCCCCCC(C(=O)O)(C)C)(CC=C)CC=C (14-Hydroxy-2,2-dimethyl-14-(2-propenyl)-16-heptadecenoic acid), CC(CO)(CCCCCCCCCCCC(CC=C)(O)CC=C)C (2,2-Dimethyl-14-(2-propenyl)-16-heptadecene-1,14-diol).